describe an organic reaction: reactants, conditions, products, and yield From a dataset of the Open Reaction Database (ORD), a public repository of structured organic reaction records. Reactants: ClC=1C=CC(=C(C[C@@H]2C(N(CC=3N(C2)C(=NN3)O)C(=O)N[C@H](CC)C3=CC(=C(C(=O)OC(C)(C)C)C=C3)[N+](=O)[O-])=O)C1)OC (tert-butyl 4-[(1R)-1-({[(6S)-6-(5-chloro-2-methoxybenzyl)-3-hydroxy-7-oxo-6,7-dihydro-5H-[1,2,4]triazolo[4,3-a][1,4]diazepin-8(9H)-yl]carbonyl}amino)propyl]-2-nitrobenzoate), ClC=1C=CC(=C(C[C@@H]2C(N(CC=3N(C2)C(=NN3)O)C(=O)N[C@H](CC)C=3C=C(C(=O)OC(C)(C)C)C=CC3)=O)C1)OC (tert-butyl 3-[(1R)-1-({[(6S)-6-(5-chloro-2-methoxybenzyl)-3-hydroxy-7-oxo-6,7-dihydro-5H-[1,2,4]triazolo[4,3-a][1,4]diazepin-8(9H)-yl]carbonyl}amino)propyl]benzoate). Yields the product ClC=1C=CC(=C(C[C@@H]2C(N(CC=3N(C2)C(N(N3)CC)=O)C(=O)N[C@H](CC)C=3C=C(C(=O)O)C=CC3)=O)C1)OC (3-[(1R)-1-({[(6S)-6-(5-chloro-2-methoxybenzyl)-2-ethyl-3,7-dioxo-2,6,7,9-tetrahydro-3H-[1,2,4]triazolo[4,3-a][1,4]diazepin-8(5H)-yl]carbonyl}amino)propyl]benzoic acid). RXN SMILES: Cl[C:2]1C=CC(OC)=C([CH:42]=1)C[C@H]1CN2C(O)=NN=C2CN(C(N[C@@H](C2C=CC(C(OC(C)(C)C)=O)=C([N+]([O-])=O)C=2)CC)=O)C1=O.[Cl:45][C:46]1[CH:47]=[CH:48][C:49]([O:84][CH3:85])=[C:50]([CH:83]=1)[CH2:51][C@H:52]1[CH2:58][N:57]2[C:59]([OH:62])=[N:60][N:61]=[C:56]2[CH2:55][N:54]([C:63]([NH:65][C@@H:66]([C:69]2[CH:70]=[C:71]([CH:79]=[CH:80][CH:81]=2)[C:72]([O:74]C(C)(C)C)=[O:73])[CH2:67][CH3:68])=[O:64])[C:53]1=[O:82]>>[Cl:45][C:46]1[CH:47]=[CH:48][C:49]([O:84][CH3:85])=[C:50]([CH:83]=1)[CH2:51][C@H:52]1[CH2:58][N:57]2[C:59](=[O:62])[N:60]([CH2:2][CH3:42])[N:61]=[C:56]2[CH2:55][N:54]([C:63]([NH:65][C@@H:66]([C:69]2[CH:70]=[C:71]([CH:79]=[CH:80][CH:81]=2)[C:72]([OH:74])=[O:73])[CH2:67][CH3:68])=[O:64])[C:53]1=[O:82]. Reported procedure: Instead of the starting material, that is, the compound 91a, of Example 91, Step (2), the compound 92a was used for a similar procedure as in Example 91, Step (2) and Example 87, Step (3) to obtain the title compound.